This data is from the Open Reaction Database (ORD), a public repository of structured organic reaction records. The task is: describe an organic reaction: reactants, conditions, products, and yield Starting materials: O.[OH-].[Li+] (Lithium hydroxide monohydrate), C(C)OC(=O)C=1N=C(SC1)NC(=O)OC(C)(C)C (2-tert-butoxycarbonylamino-thiazole-4-carboxylic acid ethyl ester), Cl (hydrochloric acid). The solvent is O1CCCC1 (tetrahydrofuran), O (water). Yields the product C(C)(C)(C)OC(=O)NC=1SC=C(N1)C(=O)O (2-tert-butoxycarbonylamino-thiazole-4-carboxylic acid). Isolated yield 93.6%. RXN SMILES: O.[OH-].[Li+].C([O:6][C:7]([C:9]1[N:10]=[C:11]([NH:14][C:15]([O:17][C:18]([CH3:21])([CH3:20])[CH3:19])=[O:16])[S:12][CH:13]=1)=[O:8])C.Cl>O1CCCC1.O>[C:18]([O:17][C:15]([NH:14][C:11]1[S:12][CH:13]=[C:9]([C:7]([OH:8])=[O:6])[N:10]=1)=[O:16])([CH3:21])([CH3:19])[CH3:20] |f:0.1.2|. Procedure details: Lithium hydroxide monohydrate (20.16 g, 0.48 mol) was added to a stirred solution of 2-tert-butoxycarbonylamino-thiazole-4-carboxylic acid ethyl ester (52.35 g, 0.192 mol) in a mixture of tetrahydrofuran (800 mL) and water (200 mL). The mixture was stirred over night. 1 N Aqueous hydrochloric acid (480 mL) was added and the reaction mixture concentrated in vacuo to remove tetrahydrofuran. The mixture was then diluted with water and filtered. The solid was washed with water, ether and dried overn...